From a dataset of the Open Reaction Database (ORD), a public repository of structured organic reaction records. describe an organic reaction: reactants, conditions, products, and yield Reactants: BrCCBr, CC(C=O)O[Si](C)(C)C(C)(C)C, CCOCC, [Cl-], ClCc1ccc(Cl)c(Cl)c1, [Mg], [NH4+]. The product is CC(O[Si](C)(C)C(C)(C)C)C(O)Cc1ccc(Cl)c(Cl)c1. As a reaction SMILES: [Br:2][CH2:3][CH2:4][Br:5].[C:16]([CH3:17])([CH3:18])([CH3:19])[Si:20]([O:21][CH:22]([CH:23]=[O:24])[CH3:25])([CH3:26])[CH3:27].[CH2:30]([O:31][CH2:32][CH3:33])[CH3:34].[Cl-:28].[Cl:6][c:7]1[cH:8][c:9]([CH2:10][Cl:11])[cH:12][cH:13][c:14]1[Cl:15].[Mg:1].[NH4+:29]>>[Cl:6][c:7]1[cH:8][c:9]([CH2:10][CH:23]([CH:22]([O:21][Si:20]([C:16]([CH3:17])([CH3:18])[CH3:19])([CH3:26])[CH3:27])[CH3:25])[OH:24])[cH:12][cH:13][c:14]1[Cl:15]. Reactants: N1[C@@H](CC2=CC=CC=C2C1)C(=O)O (Tic), FC(C(=O)OC(C(F)(F)F)=O)(F)F (Trifluoroacetic anhydride), ice, 20, FC(C(=O)OC(C(F)(F)F)=O)(F)F (trifluoroacetic anhydride). Run in ClCCl (dichloromethane). Conditions: time 8 hour. Product: COC=1C=CC(=NC1)CO ((5-Methoxypyridin-2-yl)methanol). The yield is 64.0%. As a reaction SMILES: FC(F)(F)[C:3]([O:5][C:6](=O)[C:7](F)(F)F)=O.[NH:14]1[CH2:23]C2C(=CC=CC=2)[CH2:16][C@H:15]1[C:24](O)=[O:25]>ClCCl>[CH3:3][O:5][C:6]1[CH:7]=[CH:16][C:15]([CH2:24][OH:25])=[N:14][CH:23]=1. Reported procedure: Trifluoroacetic anhydride (28.2 mL, 203 mmol) was added dropwise to an ice cooled solution of the product from preparation 20 (˜135 mmol) in dichloromethane (500 mL), the mixture was allowed to warm to room temperature and stirred overnight. Tic analysis indicated still largely starting material so a further portion of trifluoroacetic anhydride (15 mL, 108 mmol) was added dropwise and the mixture was allowed to stir for a further 27 hours. The reaction was quenched by the cautious addition of me... The product is dimethyl oxosulphonium methylide, FC1=CC=C(C=C1)C1(CO1)C1=CC=C(C=C1)F (1,1-bis-(4-fluorophenyl)-ethylene oxide). Procedure details: A solution of dimethyl oxosulphonium methylide was prepared under nitrogen from sodium hydride (0.1 mol) and powdered trimethyl oxosulphonium iodide (0.1 mol) in dry dimethyl sulphoxide (100 ml). A solution of 4,4'-difluorobenzophenone (0.08 mol) in dimethyl sulphoxide (40 ml) was added dropwise at room temperature and the solution heated at 50° for 2 hours. After cooling to room temperature the solution was extracted with diethyl ether (400 ml), washed with water (3×250 ml), and dried over anhy... The solvent is CS(=O)C (dimethyl sulphoxide), CS(=O)C (dimethyl sulphoxide). The yield is 95.0%. RXN SMILES: [H-].[Na+].[I-].[CH3:4][S+](C)(C)=O.[F:9][C:10]1[CH:24]=[CH:23][C:13]([C:14]([C:16]2[CH:21]=[CH:20][C:19]([F:22])=[CH:18][CH:17]=2)=[O:15])=[CH:12][CH:11]=1>CS(C)=O>[F:9][C:10]1[CH:24]=[CH:23][C:13]([C:14]2([C:16]3[CH:21]=[CH:20][C:19]([F:22])=[CH:18][CH:17]=3)[O:15][CH2:4]2)=[CH:12][CH:11]=1 |f:0.1,2.3|. The reactants are FC1=CC=C(C(=O)C2=CC=C(C=C2)F)C=C1 (4,4'-difluorobenzophenone), [H-].[Na+] (sodium hydride), [I-].C[S+](=O)(C)C (trimethyl oxosulphonium iodide). Reactants: COc1ccc(-n2nc(C3(O)CCC4(CC3)OCCO4)cc2-c2ccc(Cl)cc2)cc1, Cl, [Na+], C1CCOC1, [OH-]. Yields the product COc1ccc(-n2nc(C3(O)CCC(=O)CC3)cc2-c2ccc(Cl)cc2)cc1. As a reaction SMILES: [Cl:1][c:2]1[cH:3][cH:4][c:5](-[c:8]2[cH:9][c:10]([C:21]3([OH:31])[CH2:22][CH2:23][C:24]4([O:25][CH2:28][CH2:27][O:26]4)[CH2:29][CH2:30]3)[n:11][n:12]2-[c:13]2[cH:14][cH:15][c:16]([O:19][CH3:20])[cH:17][cH:18]2)[cH:6][cH:7]1.[ClH:39].[Na+:33].[O:34]1[CH2:35][CH2:36][CH2:37][CH2:38]1.[OH-:32]>>[Cl:1][c:2]1[cH:3][cH:4][c:5](-[c:8]2[cH:9][c:10]([C:21]3([OH:31])[CH2:22][CH2:23][C:24](=[O:25])[CH2:29][CH2:30]3)[n:11][n:12]2-[c:13]2[cH:14][cH:15][c:16]([O:19][CH3:20])[cH:17][cH:18]2)[cH:6][cH:7]1. Reactants: CN(N)C (1,1-dimethylhydrazine), C(C)(C)C1=C(C(=CC=C1)C(C)C)NC=1C(CCCC1)=O (2-(2,6-diisopropylphenylamino)cyclohex-2-enone). Reagents/catalysts: [Ti](Cl)(Cl)(Cl)Cl (titanium(IV) chloride). Solvent: C1(=CC=CC=C1)C (toluene), C1(=CC=CC=C1)C (toluene), C1(=CC=CC=C1)C (toluene). Conditions: time 1 hour. Yields the product CN(\N=C\1/CCCC=C1NC1=C(C=CC=C1C(C)C)C(C)C)C ((E)-N-(6-(2,2-dimethylhydrazono)cyclohex-1-enyl)-2,6-diisopropylaniline). The yield is 92.5%. RXN SMILES: [CH3:1][N:2]([CH3:4])[NH2:3].[CH:5]([C:8]1[CH:13]=[CH:12][CH:11]=[C:10]([CH:14]([CH3:16])[CH3:15])[C:9]=1[NH:17][C:18]1[C:19](=O)[CH2:20][CH2:21][CH2:22][CH:23]=1)([CH3:7])[CH3:6]>C1(C)C=CC=CC=1.[Ti](Cl)(Cl)(Cl)Cl>[CH3:1][N:2]([CH3:4])/[N:3]=[C:19]1\[CH2:20][CH2:21][CH2:22][CH:23]=[C:18]\1[NH:17][C:9]1[C:10]([CH:14]([CH3:15])[CH3:16])=[CH:11][CH:12]=[CH:13][C:8]=1[CH:5]([CH3:7])[CH3:6]. Procedure: Follow a procedure similar to that of Example C except use toluene (12 mL); 1,1-dimethylhydrazine (0.81 mL, 10.6472 mmol); a solution of titanium(IV) chloride (0.2011 g, 1.0600 mol) in toluene (5 mL); stir for 1 hour; then add 2-(2,6-diisopropylphenylamino)cyclohex-2-enone (0.4889 g, 1.8014 mmol, Preparation 3); followed by 1 mL of rinse toluene; stir the resulting reaction mixture overnight; to give after isolation 0.5222 g (92.5%) of the product (K) as a yellow oil containing about 7% of a min... The reactants are C1=CC(=CC=C1CC2=CC=C(C=C2)N=C=O)N=C=O (diphenylmethane-4,4′-diisocyanate), hexamethylene-1,6-diisocyanate, [N-]=C=O.[N-]=C=O.C1=CC=C(C=C1)C1=CC=CC=C1 (4,4′-biphenyldiisocyanate), CC(CN=C=O)CC(CCN=C=O)(C)C (2,4,4-trimethylhexamethylene diisocyanate), N(=C=O)CCCCCCN=C=O (OCN—(CH2)6—NCO), 3,3′-dimethyl-4,4′-bimethyl-4,4′-biphenyldiisocyanate, CC(CN=C=O)(CC(CCN=C=O)C)C (2,2,4-trimethylhexamethylene diisocyanate), C=1(C(=CC=CC1)N=C=O)N=C=O (phenylene diisocyanate), [N-]=C=O.[N-]=C=O.COC=1C=CC=CC1C1=C(C=CC=C1)OC (3,3′-dimethoxy-4,4′-biphenyldiisocyanate), C1=CC(=CC=C1CC2=CC=C(C=C2)N=C=O)N=C=O (diphenylmethane-4,4′-diisocyanate), [N-]=C=O.[N-]=C=O.CC=1C(=C(C(=C(C1C)C)C)C)C (tetra-methyl xylene diisocyanate), naphthalene-1,5-diisocyanate. Product: CC=1C(N=C=O)=CC(N=C=O)=CC1 (toluene diisocyanate). As a reaction SMILES: C1C([CH2:7][C:8]2[CH:13]=[CH:12][C:11]([N:14]=[C:15]=[O:16])=[CH:10][CH:9]=2)=CC=C(N=C=O)C=1.[N-:20]=[C:21]=[O:22].[N-]=C=O.CC1C(C)=C(C)C(C)=C(C)C=1C.N(CCCCCCN=C=O)=C=O.[N-]=C=O.[N-]=C=O.COC1C=CC=CC=1C1C=CC=CC=1OC.C1(N=C=O)C(N=C=O)=CC=CC=1.[N-]=C=O.[N-]=C=O.C1C=CC(C2C=CC=CC=2)=CC=1.CC(C)(CC(C)CCN=C=O)CN=C=O.CC(CC(C)(C)CCN=C=O)CN=C=O>>[CH3:7][C:8]1[C:9](=[CH:10][C:11](=[CH:12][CH:13]=1)[N:14]=[C:15]=[O:16])[N:20]=[C:21]=[O:22] |f:1.2.3,5.6.7,9.10.11|. Reported procedure: diphenylmethane-4,4′-diisocyanate (MDI); hydrogenated diphenylmethane-4,4′-diisocyanate (H12MDI); tetra-methyl xylene diisocyanate (TMXDI); hexamethylene-1,6-diisocyanate (HDI), of the formula OCN—(CH2)6—NCO; naphthalene-1,5-diisocyanate; 3,3′-dimethoxy-4,4′-biphenyldiisocyanate; 3,3′-dimethyl-4,4′-bimethyl-4,4′-biphenyldiisocyanate; phenylene diisocyanate; 4,4′-biphenyldiisocyanate; 2,2,4-trimethylhexamethylene diisocyanate and 2,4,4-trimethylhexamethylene diisocyanate, of the formulae